Dataset: the Open Reaction Database (ORD), a public repository of structured organic reaction records. Task: describe an organic reaction: reactants, conditions, products, and yield Reactants: FC1CN(CCC1=O)C1=C(C=NN1)[N+](=O)[O-] (3-fluoro-1-(4-nitro-1H-pyrazol-5-yl)piperidin-4-one), B(F)(F)F.CCOCC (boron trifluoride diethyl etherate), FC1C(C(CCN(C1)C1=C(C=NN1)[N+](=O)[O-])C(=O)OCC)=O (ethyl 6-fluoro-1-(4-nitro-1H-pyrazol-5-yl)-5-oxoazepane-4-carboxylate), [N+](=[N-])=CC(=O)OCC (ethyl diazoacetate), FC1C(C(CCN(C1)C1=C(C=NN1)[N+](=O)[O-])C(=O)OCC)=O (ethyl 6-fluoro-1-(4-nitro-1H-pyrazol-5-yl)-5-oxoazepane-4-carboxylate), Cl (hydrochloric acid). The solvent is ClCCl (dichloromethane). The product is FC1CN(CCCC1=O)C1=C(C=NN1)[N+](=O)[O-] (3-fluoro-1-(4-nitro-1H-pyrazol-5-yl)azepan-4-one). RXN SMILES: FC1C(=O)CCN(C2NN=CC=2[N+]([O-])=O)C1.[F:17][CH:18]1[CH2:24][N:23]([C:25]2[NH:29][N:28]=[CH:27][C:26]=2[N+:30]([O-:32])=[O:31])[CH2:22][CH2:21][CH:20](C(OCC)=O)[C:19]1=[O:38].[N+](=CC(OCC)=O)=[N-].B(F)(F)F.CCOCC.Cl>ClCCl>[F:17][CH:18]1[C:19](=[O:38])[CH2:20][CH2:21][CH2:22][N:23]([C:25]2[NH:29][N:28]=[CH:27][C:26]=2[N+:30]([O-:32])=[O:31])[CH2:24]1 |f:3.4|. Reported procedure: FIG. 10 shows an exemplary synthesis of 3-fluoro-1-(4-nitro-1H-pyrazol-5-yl)azepan-4-amine 52 from 5-chloro-4-nitro-1H-pyrazole 3. Heating 3 with piperidin-4-one hydrochloride hydrate and potassium fluoride in a suitable solvent such as dimethylsulfoxide or using methods described in the literature gives 1-(4-nitro-1H-pyrazol-5-yl)piperidin-4-one 46. Heating 46 with trimethylsilyl chloride and triethylamine in a suitable solvent such as DMF or using methods described in the literature gives 1-(4... Reactants: OC1CN(C1)C(=O)N1CC(CC(C1)C1=CC=C(C=C1)C(F)(F)F)C(=O)O (1-[(3-Hydroxyazetidin-1-yl)carbonyl]-5-[4-(trifluoromethyl)phenyl]piperidine-3-carboxylic acid), ON=C(C(C)C)N (N′-hydroxy-2-methylpropanimidamide). Yields the product OC1CN(C1)C(=O)N1CC(CC(C1)C1=CC=C(C=C1)C(F)(F)F)C1=NC(=NO1)C(C)C ((3-Hydroxyazetidin-1-yl) {3-[3-(propan-2-yl)-1,2,4-oxadiazol-5-yl]-5-[4-(trifluoromethyl)phenyl]-piperidin-1-yl}methanone). As a reaction SMILES: [OH:1][CH:2]1[CH2:5][N:4]([C:6]([N:8]2[CH2:13][CH:12]([C:14]3[CH:19]=[CH:18][C:17]([C:20]([F:23])([F:22])[F:21])=[CH:16][CH:15]=3)[CH2:11][CH:10]([C:24]([OH:26])=O)[CH2:9]2)=[O:7])[CH2:3]1.O[N:28]=[C:29]([NH2:33])[CH:30]([CH3:32])[CH3:31]>>[OH:1][CH:2]1[CH2:3][N:4]([C:6]([N:8]2[CH2:13][CH:12]([C:14]3[CH:19]=[CH:18][C:17]([C:20]([F:22])([F:21])[F:23])=[CH:16][CH:15]=3)[CH2:11][CH:10]([C:24]3[O:26][N:33]=[C:29]([CH:30]([CH3:32])[CH3:31])[N:28]=3)[CH2:9]2)=[O:7])[CH2:5]1. Procedure details: 100 mg (0.269 mmol) of 1-[(3-hydroxyazetidin-1-yl)carbonyl]-5-[4-(trifluoromethyl)phenyl]piperidine-3-carboxylic acid (Example 101A) and 30.7 mg (0.295 mmol) of N′-hydroxy-2-methylpropanimidamide were reacted according to the General Method 1. Yield: 47 mg (39% of theory).